This data is from the Open Reaction Database (ORD), a public repository of structured organic reaction records. The task is: describe an organic reaction: reactants, conditions, products, and yield The solvent is O1CCOCC1 (1,4-dioxane), O (water). Procedure: A mixture of 2-chloro-N-(4,6-bis-(n-propylamino)-[1,3,5]triazine (XXXIV) (2.00 g, 8.71 mmol), O-allyl-hydroxylamine hydrochloride (1.91 g, 17.42 mmol) and NaOH (0.70 g, 17.42 mmol) in 1,4-dioxane (25 mL) and water (5 mL) was heated at 60° C. for 4 h. The volatiles were removed under reduced pressure. Saturated NaHCO3 solution (100 mL) was added to the residue and the mixture was extracted with EtOAc (3×25 mL). The combined organic extracts were washed with water (50 mL), brine (50 mL) and dried ... Starting materials: ClC1=NC(=NC(=N1)NCCC)NCCC (6-chloro-N,N′-dipropyl-[1,3,5]triazine-2,4-diamine), Cl.C(C=C)ON (O-allyl-hydroxylamine hydrochloride), [OH-].[Na+] (NaOH). The yield is 88.4%. RXN SMILES: Cl[C:2]1[N:7]=[C:6]([NH:8][CH2:9][CH2:10][CH3:11])[N:5]=[C:4]([NH:12][CH2:13][CH2:14][CH3:15])[N:3]=1.Cl.[CH2:17]([O:20][NH2:21])[CH:18]=[CH2:19].[OH-].[Na+]>O1CCOCC1.O>[CH2:17]([O:20][NH:21][C:2]1[N:7]=[C:6]([NH:8][CH2:9][CH2:10][CH3:11])[N:5]=[C:4]([NH:12][CH2:13][CH2:14][CH3:15])[N:3]=1)[CH:18]=[CH2:19] |f:1.2,3.4|. The product is C(C=C)ONC1=NC(=NC(=N1)NCCC)NCCC (O-allyl-N-(4,6-bis-propylamino-[1,3,5]triazin-2-yl)-hydroxylamine). Run at temperature 60 celsius. Starting materials: C=CCCCCCCBr, CS(C)=O, [H-], [Na+], O, Cn1cnc2c1c(=O)n(CCCCCCC(O)CO)c(=O)n2C, Cn1cnc2c1c(=O)[nH]c(=O)n2C. The product is C=CCCCCCCn1c(=O)c2c(ncn2C)n(C)c1=O. RXN SMILES: [Br:39][CH2:40][CH2:41][CH2:42][CH2:43][CH2:44][CH2:45][CH:46]=[CH2:47].[CH3:48][S:49]([CH3:50])=[O:51].[H-:24].[Na+:25].[OH2:52].[OH:1][CH:2]([CH2:3][CH2:4][CH2:5][CH2:6][CH2:7][CH2:8][n:9]1[c:10](=[O:11])[n:12]([CH3:21])[c:13]2[n:14][cH:15][n:16]([CH3:20])[c:17]2[c:18]1=[O:19])[CH2:22][OH:23].[nH:26]1[c:27](=[O:28])[c:29]2[n:30]([CH3:31])[cH:32][n:33][c:34]2[n:35]([CH3:36])[c:37]1=[O:38]>>[CH:2]([CH2:3][CH2:4][CH2:5][CH2:6][CH2:7][CH2:8][n:9]1[c:10](=[O:11])[n:12]([CH3:21])[c:13]2[n:14][cH:15][n:16]([CH3:20])[c:17]2[c:18]1=[O:19])=[CH2:22]. Reactants: CCOc1nc2cc(C)ccc2n1C1CCN(C(=O)OC(C)(C)C)CC1, ClCCl, O=C(O)C(F)(F)F. The product is CCOc1nc2cc(C)ccc2n1C1CCNCC1. RXN SMILES: [C:1]([O:2][C:3](=[O:4])[N:8]1[CH2:9][CH2:10][CH:11]([n:14]2[c:15]([O:24][CH2:25][CH3:26])[n:16][c:17]3[c:18]2[cH:19][cH:20][c:21]([CH3:23])[cH:22]3)[CH2:12][CH2:13]1)([CH3:5])([CH3:6])[CH3:7].[Cl:34][CH2:35][Cl:36].[F:27][C:28]([F:29])([F:30])[C:31]([OH:32])=[O:33]>>[NH:8]1[CH2:9][CH2:10][CH:11]([n:14]2[c:15]([O:24][CH2:25][CH3:26])[n:16][c:17]3[c:18]2[cH:19][cH:20][c:21]([CH3:23])[cH:22]3)[CH2:12][CH2:13]1. Reactants: C(C1=CC=CC=C1)OC1=CC=C(\C=N/O)C=C1 ((Z)-4-(benzyloxy)benzaldehyde oxime), ClN1C(CCC1=O)=O (N-Chlorosuccinimide). Run in N,N′-Dimethyl formamide. Run at time 3 hour. The product is C(C1=CC=CC=C1)OC1=CC=C(/C(=N\O)/Cl)C=C1 ((E)-4-(benzyloxy)-N-hydroxybenzimidoyl chloride). As a reaction SMILES: [CH2:1]([O:8][C:9]1[CH:17]=[CH:16][C:12](/[CH:13]=[N:14]\[OH:15])=[CH:11][CH:10]=1)[C:2]1[CH:7]=[CH:6][CH:5]=[CH:4][CH:3]=1.[Cl:18]N1C(=O)CCC1=O>>[CH2:1]([O:8][C:9]1[CH:10]=[CH:11][C:12](/[C:13](/[Cl:18])=[N:14]\[OH:15])=[CH:16][CH:17]=1)[C:2]1[CH:3]=[CH:4][CH:5]=[CH:6][CH:7]=1. Procedure: To (Z)-4-(benzyloxy)benzaldehyde oxime (11.3 g) in N,N′-Dimethyl formamide (57 ml), N-Chlorosuccinimide (7.98 g) was added and the reaction mixture was stirred for 3 hours and then solvent was evaporated to dark brown residue. To this residue water was added and extracted with Ethyl acetate. Organic layer was collected and dried over Na2SO4 and concentrated to obtain pale brown solid, which was crystallized from DCM-Petroleum ether to obtain the title compound as white solid. Yield: 7.9 g (60%);... Reactants: COC[C@H]1[C@@]([C@H]1/C=C/C(=C/C(=O)OCC)/C)(C1=CC(=CC(=C1)C(C)C)C(C)C)C (Ethyl (+)-(1S, 2R, 3R)-5-[3-methoxymethyl-2-methyl-2-(3,5-diisopropyl-phenyl)-cyclopropyl]-3-methyl-penta-2E,4E-dienoate), COC[C@@H]1[C@]([C@H]1C=O)(C1=CC(=CC(=C1)C(C)C)C(C)C)C ((+)-(1S, 2R, 3S)-3-Methoxymethyl-2-methyl-2-(3,5-diisopropyl-phenyl)-cyclopropanecarbaldehyde). The product is COC[C@@H]1[C@@]([C@H]1/C=C/C(=C/C(=O)OCC)/C)(C1=CC(=CC(=C1)C(C)C)C(C)C)C (Ethyl (+)-(1S, 2R, 3S)-5-[3-methoxymethyl-2-methyl-2-(3,5-diisopropyl-phenyl)-cyclopropyl]-3-methyl-penta-2E,4E-dienoate). Yield: 85.0%. Reaction SMILES: [CH3:1][O:2][CH2:3][C@@H:4]1[C@H:6](/[CH:7]=[CH:8]/[C:9](/[CH3:16])=[CH:10]/[C:11]([O:13][CH2:14][CH3:15])=[O:12])[C@@:5]1([CH3:29])[C:17]1[CH:22]=[C:21]([CH:23]([CH3:25])[CH3:24])[CH:20]=[C:19]([CH:26]([CH3:28])[CH3:27])[CH:18]=1.COC[C@H]1[C@H](C=O)[C@]1(C)C1C=C(C(C)C)C=C(C(C)C)C=1>>[CH3:1][O:2][CH2:3][C@H:4]1[C@H:6](/[CH:7]=[CH:8]/[C:9](/[CH3:16])=[CH:10]/[C:11]([O:13][CH2:14][CH3:15])=[O:12])[C@@:5]1([CH3:29])[C:17]1[CH:18]=[C:19]([CH:26]([CH3:27])[CH3:28])[CH:20]=[C:21]([CH:23]([CH3:25])[CH3:24])[CH:22]=1. Procedure details: Following a procedure similar to that for the preparation of Compound 24 but using Intermediate 47a as the starting material afforded the title compound (19 mg, 85% yield) as a white solid: Reactants: CC(C)(C)OC(=O)NCCn1ccc(C=C2CN(C(c3ccccc3)(c3ccccc3)c3ccccc3)CCC2O)n1, CC(O)=S, CN(C)C=O, CCOC(C)=O. Yields the product CC(=O)SC1CCN(C(c2ccccc2)(c2ccccc2)c2ccccc2)CC1=Cc1ccn(CCNC(=O)OC(C)(C)C)n1. As a reaction SMILES: [C:1]([CH3:2])([CH3:3])([CH3:4])[O:5][C:6](=[O:7])[NH:8][CH2:9][CH2:10][n:11]1[n:12][c:13]([CH:16]=[C:17]2[CH2:18][N:19]([C:24]([c:25]3[cH:26][cH:27][cH:28][cH:29][cH:30]3)([c:31]3[cH:32][cH:33][cH:34][cH:35][cH:36]3)[c:37]3[cH:38][cH:39][cH:40][cH:41][cH:42]3)[CH2:20][CH2:21][CH:22]2[OH:23])[cH:14][cH:15]1.[C:43]([CH3:44])(=[S:45])[OH:46].[CH3:47][N:48]([CH3:49])[CH:50]=[O:51].[CH3:52][CH2:53][O:54][C:55](=[O:56])[CH3:57]>>[C:1]([CH3:2])([CH3:3])([CH3:4])[O:5][C:6](=[O:7])[NH:8][CH2:9][CH2:10][n:11]1[n:12][c:13]([CH:16]=[C:17]2[CH2:18][N:19]([C:24]([c:25]3[cH:26][cH:27][cH:28][cH:29][cH:30]3)([c:31]3[cH:32][cH:33][cH:34][cH:35][cH:36]3)[c:37]3[cH:38][cH:39][cH:40][cH:41][cH:42]3)[CH2:20][CH2:21][CH:22]2[S:45][C:43]([CH3:44])=[O:46])[cH:14][cH:15]1. Starting materials: [K].C(C1=CC=CC=C1)OC=1C(=CC2=CC=C(C=C2C1)OCC1=CC=CC=C1)N1CC(NS1(=O)=O)=O (5-(3,6-bis-benzyloxynaphthalen-2-yl)-1,1-dioxo-1,2,5-thiadiazolidin-3-one potassium salt), N#N (N2). Reagents/catalysts: [Pd] (Pd/C). The solvent is O (H2O). Reaction conditions: time 1.5 hour. Product: [K].OC=1C(=CC2=CC=C(C=C2C1)O)N1CC(NS1(=O)=O)=O (5-(3,6-dihydroxynaphthalen-2-yl)-1,1-dioxo-1,2,5-thiadiazolidin-3-one potassium salt). RXN SMILES: [K:1].C([O:9][C:10]1[C:11]([N:28]2[S:32](=[O:34])(=[O:33])[NH:31][C:30](=[O:35])[CH2:29]2)=[CH:12][C:13]2[C:18]([CH:19]=1)=[CH:17][C:16]([O:20]CC1C=CC=CC=1)=[CH:15][CH:14]=2)C1C=CC=CC=1.N#N>O.[Pd]>[K:1].[OH:9][C:10]1[C:11]([N:28]2[S:32](=[O:34])(=[O:33])[NH:31][C:30](=[O:35])[CH2:29]2)=[CH:12][C:13]2[C:18]([CH:19]=1)=[CH:17][C:16]([OH:20])=[CH:15][CH:14]=2 |f:0.1,5.6,^1:0,39|. Procedure details: To a solution of 5-(3,6-bis-benzyloxynaphthalen-2-yl)-1,1-dioxo-1,2,5-thiadiazolidin-3-one potassium salt (0.129 g, 0.252 mmol) in H2O (5 mL), flushed with N2, is added 10% Pd/C (0.10 g). The mixture is flushed with N2 again and then placed under an atmosphere of H2. The mixture is stirred vigorously for 1.5 h before being judged complete by LC/MS. The reaction mixture is filtered over Celite. The filtrate is washed with EtOH and the aqueous layer is lyophilized overnight. The residual solid is ... Starting materials: C(C)(C)(C)OC(NCCCOC1=CC(OC2=C1C(=CC=C2)Cl)=O)=O ([3-(5-Chloro-2-oxo-2H-1-benzopyran-4-yloxy)-propyl]-carbamic acid tert-butyl ester), Cl.O1CCOCC1 (HCl dioxane). Yields the product Cl.NCCCOC1=CC(OC2=C1C(=CC=C2)Cl)=O (4-(3-Amino-propoxy)-5-chloro-1-benzopyran-2-one Hydrochloric acid salt). Yield: 71.4%. Reaction SMILES: C(OC(=O)[NH:7][CH2:8][CH2:9][CH2:10][O:11][C:12]1[C:17]2[C:18]([Cl:22])=[CH:19][CH:20]=[CH:21][C:16]=2[O:15][C:14](=[O:23])[CH:13]=1)(C)(C)C.Cl.O1CCOCC1>>[ClH:22].[NH2:7][CH2:8][CH2:9][CH2:10][O:11][C:12]1[C:17]2[C:18]([Cl:22])=[CH:19][CH:20]=[CH:21][C:16]=2[O:15][C:14](=[O:23])[CH:13]=1 |f:1.2,3.4|. Procedure details: [3-(5-Chloro-2-oxo-2H-1-benzopyran-4-yloxy)-propyl]-carbamic acid tert-butyl ester (24a) (0.079 g, 0.22 mmol) is treated with 4N HCl/dioxane for several minutes during which time a precipitate is formed. The solventVHCl is removed under reduced pressure. The residue is recrystallized from MeOH/EtOAc followed by a second recrystallization from EtOH to afford the title compound as the hydrochloric acid salt (22.8 mg, 41%). 1H NMR (DMSO-d6, 300 MHz) δ 7.94 (3H, brs), 7.62 (1H, t, J=8.25 Hz), 7.43 (... The reactants are [N+](=O)([O-])C1=CC=C(C(=O)Cl)C=C1 (4-nitro-benzoyl chloride), NC1=CC=C(C=C1)C(CCC(=O)OC)=O (4-(4-amino-phenyl)-4-oxo-butyric acid, methyl ester). The product is [N+](=O)([O-])C1=CC=C(C(=O)NC2=CC=C(C=C2)C(CCC(=O)O)=O)C=C1 (4-[4-(4-nitro-benzoylamino)-phenyl]-4-oxo-butyric acid). The yield is 11.7%. Reaction SMILES: [N+:1]([C:4]1[CH:12]=[CH:11][C:7]([C:8](Cl)=[O:9])=[CH:6][CH:5]=1)([O-:3])=[O:2].[NH2:13][C:14]1[CH:19]=[CH:18][C:17]([C:20](=[O:27])[CH2:21][CH2:22][C:23]([O:25]C)=[O:24])=[CH:16][CH:15]=1>>[N+:1]([C:4]1[CH:12]=[CH:11][C:7]([C:8]([NH:13][C:14]2[CH:15]=[CH:16][C:17]([C:20](=[O:27])[CH2:21][CH2:22][C:23]([OH:25])=[O:24])=[CH:18][CH:19]=2)=[O:9])=[CH:6][CH:5]=1)([O-:3])=[O:2]. Reported procedure: In a manner similar to that described in Example 3, 4-nitro-benzoyl chloride (0.062 g, 0.00034 mol) was allowed to react with 4-(4-amino-phenyl)-4-oxo-butyric acid, methyl ester (0.052 g, 0.00025 mol), and the resulting intermediate was hydrolyzed to give 0.010 g of 4-[4-(4-nitro-benzoylamino)-phenyl]-4-oxo-butyric acid as a yellow solid; MS-(AP+) MH+343.